Dataset: the Open Reaction Database (ORD), a public repository of structured organic reaction records. Task: describe an organic reaction: reactants, conditions, products, and yield Reactants: [Br-], Nc1c(Br)cc(-c2cccnc2)cc1[N+](=O)[O-], C1CCOC1, c1ccc(P(c2ccccc2)(c2ccccc2)[Pd](P(c2ccccc2)(c2ccccc2)c2ccccc2)(P(c2ccccc2)(c2ccccc2)c2ccccc2)P(c2ccccc2)(c2ccccc2)c2ccccc2)cc1, [Zn+]c1ccccn1. Yields the product Nc1c(-c2ccccn2)cc(-c2cccnc2)cc1[N+](=O)[O-]. RXN SMILES: [Br-:18].[Br:1][c:2]1[c:3]([NH2:17])[c:4]([N+:14](=[O:15])[O-:16])[cH:5][c:6](-[c:8]2[cH:9][n:10][cH:11][cH:12][cH:13]2)[cH:7]1.[CH2:26]1[O:27][CH2:28][CH2:29][CH2:30]1.[cH:31]1[cH:32][cH:33][c:34]([P:35]([Pd:36]([P:37]([c:38]2[cH:39][cH:40][cH:41][cH:42][cH:43]2)([c:44]2[cH:45][cH:46][cH:47][cH:48][cH:49]2)[c:50]2[cH:51][cH:52][cH:53][cH:54][cH:55]2)([P:56]([c:57]2[cH:58][cH:59][cH:60][cH:61][cH:62]2)([c:63]2[cH:64][cH:65][cH:66][cH:67][cH:68]2)[c:69]2[cH:70][cH:71][cH:72][cH:73][cH:74]2)[P:75]([c:76]2[cH:77][cH:78][cH:79][cH:80][cH:81]2)([c:82]2[cH:83][cH:84][cH:85][cH:86][cH:87]2)[c:88]2[cH:89][cH:90][cH:91][cH:92][cH:93]2)([c:94]2[cH:95][cH:96][cH:97][cH:98][cH:99]2)[c:100]2[cH:101][cH:102][cH:103][cH:104][cH:105]2)[cH:106][cH:107]1.[n:19]1[c:20]([Zn+:25])[cH:21][cH:22][cH:23][cH:24]1>>[c:2]1(-[c:20]2[n:19][cH:24][cH:23][cH:22][cH:21]2)[c:3]([NH2:17])[c:4]([N+:14](=[O:15])[O-:16])[cH:5][c:6](-[c:8]2[cH:9][n:10][cH:11][cH:12][cH:13]2)[cH:7]1.